From a dataset of the Open Reaction Database (ORD), a public repository of structured organic reaction records. describe an organic reaction: reactants, conditions, products, and yield The reactants are COC1CC(CC1)COC(=O)C=1SC(=C(N1)C1=CC=CC=C1)C(=O)OCC ((±)-2-(3-methoxycyclopentylmethylcarboxy)-4-phenyl-thiazol-5-carboxylic acid, ethyl ester), C1CCOC1.C(C)O (THF ethanol), [Na] (sodium), [OH-].[K+] (potassium hydroxide). Solvent: C(C)O (ethanol), C(C)O (ethanol), C(C)O (ethanol). The product is COC1CC(CC1)COC(=O)C=1SC(=C(N1)C1=CC=CC=C1)C(=O)O ((±)-2-(3-methoxycyclopentylmethylcarboxy)-4-phenyl-thiazol-5-carboxylic Acid). RXN SMILES: [CH3:1][O:2][CH:3]1[CH2:7][CH2:6][CH:5]([CH2:8][O:9][C:10]([C:12]2[S:13][C:14]([C:23]([O:25]CC)=[O:24])=[C:15]([C:17]3[CH:22]=[CH:21][CH:20]=[CH:19][CH:18]=3)[N:16]=2)=[O:11])[CH2:4]1.C1COCC1.C(O)C.[Na].[OH-].[K+]>C(O)C>[CH3:1][O:2][CH:3]1[CH2:7][CH2:6][CH:5]([CH2:8][O:9][C:10]([C:12]2[S:13][C:14]([C:23]([OH:25])=[O:24])=[C:15]([C:17]3[CH:22]=[CH:21][CH:20]=[CH:19][CH:18]=3)[N:16]=2)=[O:11])[CH2:4]1 |f:1.2,4.5,^1:35|. Procedure: To a stirred solution of (±)-2-(3-methoxycyclopentylmethylcarboxy)-4-phenyl-thiazol-5-carboxylic acid, ethyl ester (0.01 mol), which may be prepared as described in Step (d) above, in a solvent such as ethanol, aqueous ethanol, or THF-ethanol, is added a solution of sodium or potassium hydroxide in ethanol at a concentration of from 1 M to about 2 M, and the mixture is stirred. Reaction progress may be followed by TLC or HPLC. When a sufficient amount of the desired product is formed, the mixtur... Reactants: O(S(=O)(=O)C(F)(F)F)S(=O)(=O)C(F)(F)F (Tf2O), C(C1=CC=CC=C1)ON1[C@@H]2CC[C@H](N(C1=O)C2)C(=O)NNC(CCCNC(OC(C)(C)C)=O)=O (tert-butyl 4-(2-((2S,5R)-6-(benzyloxy)-7-oxo-1,6-diaza-bicyclo[3.2.1]octane-2-carbonyl)hydrazinyl)-4-oxobutylcarbamate), C(=O)(O)[O-].[Na+] (NaHCO3). Run in C(Cl)Cl (DCM). Conditions: temperature 0 celsius, time 3 hour. Product: C(C1=CC=CC=C1)ON1[C@@H]2CC[C@H](N(C1=O)C2)C2=NN=C(O2)CCCNC(OC(C)(C)C)=O (tert-butyl 3-(5-((2S,5R)-6-(benzyloxy)-7-oxo-1,6-diaza-bicyclo[3.2.1]octan-2-yl)-1,3,4-oxadiazol-2-yl)propylcarbamate). Yield: 54.0%. RXN SMILES: O(S(C(F)(F)F)(=O)=O)S(C(F)(F)F)(=O)=O.[CH2:16]([O:23][N:24]1[C:30](=[O:31])[N:29]2[CH2:32][C@H:25]1[CH2:26][CH2:27][C@H:28]2[C:33]([NH:35][NH:36][C:37](=O)[CH2:38][CH2:39][CH2:40][NH:41][C:42](=[O:48])[O:43][C:44]([CH3:47])([CH3:46])[CH3:45])=[O:34])[C:17]1[CH:22]=[CH:21][CH:20]=[CH:19][CH:18]=1.C([O-])(O)=O.[Na+]>C(Cl)Cl>[CH2:16]([O:23][N:24]1[C:30](=[O:31])[N:29]2[CH2:32][C@H:25]1[CH2:26][CH2:27][C@H:28]2[C:33]1[O:34][C:37]([CH2:38][CH2:39][CH2:40][NH:41][C:42](=[O:48])[O:43][C:44]([CH3:46])([CH3:47])[CH3:45])=[N:36][N:35]=1)[C:17]1[CH:22]=[CH:21][CH:20]=[CH:19][CH:18]=1 |f:2.3|. Reported procedure: Tf2O (8.0 mL, 0.0474 mol) was added dropwise to a −78° C. solution of tert-butyl 4-(2-((2S,5R)-6-(benzyloxy)-7-oxo-1,6-diaza-bicyclo[3.2.1]octane-2-carbonyl)hydrazinyl)-4-oxobutylcarbamate (7.5 g, 0.0158 mol) and Py (10.2 mL, 0.126 mol) in dry DCM (120 mL). The reaction mixture was allowed to warm to 0° C. then the reaction mixture was stirred at 0° C. for 3 hrs. Sat. NaHCO3 was added at 0° C. very slowly. The organic layer was separated and the water layer was exacted with DCM (3×). The combine... Reactants: C(C)(=O)O.C(C)(=O)O.IC1=CC=CC=C1 (iodobenzene diacetate), S1C2=C(C=C1)C(CC2)=O (5,6-dihydro-cyclopenta[b]thiophen-4-one), [OH-].[K+] (potassium hydroxide). Run in CO (MeOH), CO (MeOH). Reaction conditions: time 8 hour. The product is OC1C(C2=C(SC=C2)C1)=O (5-Hydroxy-5,6-dihydro-cyclopenta[b]thiophen-4-one). As a reaction SMILES: [S:1]1[CH:5]=[CH:4][C:3]2[C:6](=[O:9])[CH2:7][CH2:8][C:2]1=2.[OH-].[K+].C(O)(=[O:14])C.C(O)(=O)C.IC1C=CC=CC=1>CO>[OH:14][CH:7]1[CH2:8][C:2]2[S:1][CH:5]=[CH:4][C:3]=2[C:6]1=[O:9] |f:1.2,3.4.5|. Reported procedure: 5,6-dihydro-cyclopenta[b]thiophen-4-one (36.8 g, 0.266 mol) in MeOH (1000 mL) was added at about 5° C. to a solution of potassium hydroxide 85% (52.7 g, 0.798 mol) in MeOH (500 mL). Between 0° C. and 5° C. iodobenzene diacetate (94.4 g, 0.293 mol) was added in portions and the mixture was allowed to come to room temperature. The mixture was stirred overnight at room temperature. The mixture was evaporated and a 20% solution of potassium carbonate (500 mL) was added. The mixture was extracted for... The product is CC(C)(C#CC(=O)c1ccc2nonc2c1)O[Si](C)(C)C. Reaction SMILES: [CH2:31]1[O:32][CH2:33][CH2:34][CH2:35]1.[CH3:11][CH2:12][CH2:13][CH2:14][Li:15].[CH3:16][O:17][N:18]([C:19](=[O:20])[c:21]1[cH:22][c:23]2[c:24]([n:25][o:26][n:27]2)[cH:28][cH:29]1)[CH3:30].[CH3:1][Si:2]([O:3][C:4]([CH3:5])([C:6]#[CH:7])[CH3:8])([CH3:9])[CH3:10]>>[CH3:1][Si:2]([O:3][C:4]([CH3:5])([C:6]#[C:7][C:19](=[O:20])[c:21]1[cH:22][c:23]2[c:24]([n:25][o:26][n:27]2)[cH:28][cH:29]1)[CH3:8])([CH3:9])[CH3:10]. The reactants are C1CCOC1, [Li]CCCC, CON(C)C(=O)c1ccc2nonc2c1, C#CC(C)(C)O[Si](C)(C)C.